This data is from the Open Reaction Database (ORD), a public repository of structured organic reaction records. The task is: describe an organic reaction: reactants, conditions, products, and yield The reactants are N#Cc1nn(-c2c(Cl)cc(C(F)(F)F)cc2Cl)c(CBr)c1SC(F)(F)F, C1CCOC1, CCOC(C)=O, O, OO. Product: Cc1c(SC(F)(F)F)c(C#N)nn1-c1c(Cl)cc(C(F)(F)F)cc1Cl. RXN SMILES: [Br:1][CH2:2][c:3]1[c:4]([S:22][C:23]([F:24])([F:25])[F:26])[c:5]([C:20]#[N:21])[n:6][n:7]1-[c:8]1[c:9]([Cl:19])[cH:10][c:11]([C:15]([F:16])([F:17])[F:18])[cH:12][c:13]1[Cl:14].[CH2:36]1[O:37][CH2:38][CH2:39][CH2:40]1.[CH3:30][CH2:31][O:32][C:33](=[O:34])[CH3:35].[OH2:29].[OH:27][OH:28]>>[CH3:2][c:3]1[c:4]([S:22][C:23]([F:24])([F:25])[F:26])[c:5]([C:20]#[N:21])[n:6][n:7]1-[c:8]1[c:9]([Cl:19])[cH:10][c:11]([C:15]([F:16])([F:17])[F:18])[cH:12][c:13]1[Cl:14]. Reactants: C(CCCCCCCC=C)O (dec-9-en-1-ol), ClC(=O)OCC1=CC=CC=C1 (benzyl chloroformate). The product is C(CCCCCCCC=C)OC(OCC1=CC=CC=C1)=O (Carbonic acid benzyl ester dec-9-enyl ester). As a reaction SMILES: [CH2:1]([OH:11])[CH2:2][CH2:3][CH2:4][CH2:5][CH2:6][CH2:7][CH2:8][CH:9]=[CH2:10].Cl[C:13]([O:15][CH2:16][C:17]1[CH:22]=[CH:21][CH:20]=[CH:19][CH:18]=1)=[O:14]>>[CH2:1]([O:11][C:13](=[O:14])[O:15][CH2:16][C:17]1[CH:22]=[CH:21][CH:20]=[CH:19][CH:18]=1)[CH2:2][CH2:3][CH2:4][CH2:5][CH2:6][CH2:7][CH2:8][CH:9]=[CH2:10]. Reported procedure: Starting Material: dec-9-en-1-ol and benzyl chloroformate.